From a dataset of the Open Reaction Database (ORD), a public repository of structured organic reaction records. describe an organic reaction: reactants, conditions, products, and yield The reactants are C(C)(C)(C)OC(=O)N1CCC(CC1)N1C(COC2=C1C=CC=C2)=O (4-(1-tert-butyloxycarbonyl-4-piperidinyl)-(2H)-1,4-benzoxazin-3(4H)-one), Cl (HCl). Solvent: CCOC(=O)C (EtOAc). Yields the product N1CCC(CC1)N1C(COC2=C1C=CC=C2)=O (4-(4-piperidinyl)-(2H)-1,4-benzoxazin-3(4H)-one), solid. Isolated yield 95.0%. RXN SMILES: C(OC([N:8]1[CH2:13][CH2:12][CH:11]([N:14]2[C:19]3[CH:20]=[CH:21][CH:22]=[CH:23][C:18]=3[O:17][CH2:16][C:15]2=[O:24])[CH2:10][CH2:9]1)=O)(C)(C)C.Cl>CCOC(C)=O>[NH:8]1[CH2:9][CH2:10][CH:11]([N:14]2[C:19]3[CH:20]=[CH:21][CH:22]=[CH:23][C:18]=3[O:17][CH2:16][C:15]2=[O:24])[CH2:12][CH2:13]1. Procedure details: 4-(1-tert-butyloxycarbonyl-4-piperidinyl)-(2H)-1,4-benzoxazin-3(4H)-one from Step 4 was N-deprotedcted with HCl in EtOAc using the procedure given in Step 4 of Example 1. The hydrochloride salt of 4-(4-piperidinyl)-(2H)-1,4-benzoxazin-3(4H)-one was obtained as a solid (95% yield).